Dataset: the Open Reaction Database (ORD), a public repository of structured organic reaction records. Task: describe an organic reaction: reactants, conditions, products, and yield Starting materials: ClCCl, Cc1ccc(O)cc1, c1ccncc1, O=C(Cl)c1cnccn1. Yields the product Cc1ccc(OC(=O)c2cnccn2)cc1. Reaction SMILES: [CH2:24]([Cl:25])[Cl:26].[CH3:16][c:17]1[cH:18][cH:19][c:20]([OH:23])[cH:21][cH:22]1.[cH:10]1[cH:11][cH:12][n:13][cH:14][cH:15]1.[n:1]1[c:2]([C:7](=[O:8])[Cl:9])[cH:3][n:4][cH:5][cH:6]1>>[n:1]1[c:2]([C:7](=[O:8])[O:23][c:20]2[cH:19][cH:18][c:17]([CH3:16])[cH:22][cH:21]2)[cH:3][n:4][cH:5][cH:6]1. The reactants are solid, BrC1=CC(=CC=2C=C3N(C12)CCCNC3=O)F (7-bromo-9-fluoro-2,3,4,5-tetrahydro-[1,4]diazepino[1,2-a]indol-1-one), BrC1=CC(=CC=2C=C3N(C12)CCCNC3=O)F (7-bromo-9-fluoro-2,3,4,5-tetrahydro-[1,4]diazepino[1,2-a]indol-1-one), C1(=CC=CC=C1)B(O)O (phenylboronic acid). Yields the product FC1=CC=2C=C3N(C2C(=C1)C1=CC=CC=C1)CCCNC3=O (9-Fluoro-7-phenyl-2,3,4,5-tetrahydro-[1,4]diazepino[1,2-a]indol-1-one). RXN SMILES: Br[C:2]1[C:10]2[N:9]3[CH2:11][CH2:12][CH2:13][NH:14][C:15](=[O:16])[C:8]3=[CH:7][C:6]=2[CH:5]=[C:4]([F:17])[CH:3]=1.[C:18]1(B(O)O)[CH:23]=[CH:22][CH:21]=[CH:20][CH:19]=1>>[F:17][C:4]1[CH:3]=[C:2]([C:18]2[CH:23]=[CH:22][CH:21]=[CH:20][CH:19]=2)[C:10]2[N:9]3[CH2:11][CH2:12][CH2:13][NH:14][C:15](=[O:16])[C:8]3=[CH:7][C:6]=2[CH:5]=1. Reported procedure: The title compound, light grey solid (62 mg, 84%), MS (ISP) m/z=295.2 [(M+H)+], mp 277° C., was prepared in accordance with the general method of example 1 from 7-bromo-9-fluoro-2,3,4,5-tetrahydro-[1,4]diazepino[1,2-a]indol-1-one (intermediate 2) (74.3 mg, 0.25 mmol) and commercially available phenylboronic acid (39.6 mg, 0.325 mmol). Starting materials: B, C1CCOC1, CCOCC, ClCCl, Cl, [Na+], C1CCOC1, [OH-], N#CCCN1CCC(O)(c2ccccc2)CC1. Yields the product NCCCN1CCC(O)(c2ccccc2)CC1. RXN SMILES: [BH3:23].[CH2:32]1[O:33][CH2:34][CH2:35][CH2:36]1.[CH3:27][CH2:28][O:29][CH2:30][CH3:31].[Cl:37][CH2:38][Cl:39].[ClH:24].[Na+:26].[O:18]1[CH2:19][CH2:20][CH2:21][CH2:22]1.[OH-:25].[OH:1][C:2]1([c:12]2[cH:13][cH:14][cH:15][cH:16][cH:17]2)[CH2:3][CH2:4][N:5]([CH2:8][CH2:9][C:10]#[N:11])[CH2:6][CH2:7]1>>[OH:1][C:2]1([c:12]2[cH:13][cH:14][cH:15][cH:16][cH:17]2)[CH2:3][CH2:4][N:5]([CH2:8][CH2:9][CH2:10][NH2:11])[CH2:6][CH2:7]1. Reactants: O=C(NC1CCCCC1O)c1cc(Br)c(OCC(F)(F)F)nc1C(F)(F)F, CS(=O)(=O)Nc1ccc(B(O)O)cc1. The product is CS(=O)(=O)Nc1ccc(-c2cc(C(=O)NC3CCCCC3O)c(C(F)(F)F)nc2OCC(F)(F)F)cc1. As a reaction SMILES: [Br:1][c:2]1[c:3]([O:22][CH2:23][C:24]([F:25])([F:26])[F:27])[n:4][c:5]([C:18]([F:19])([F:20])[F:21])[c:6]([C:7](=[O:8])[NH:9][CH:10]2[CH:11]([OH:16])[CH2:12][CH2:13][CH2:14][CH2:15]2)[cH:17]1.[CH3:28][S:29](=[O:30])(=[O:31])[NH:32][c:33]1[cH:34][cH:35][c:36]([B:39]([OH:40])[OH:41])[cH:37][cH:38]1>>[c:2]1(-[c:36]2[cH:35][cH:34][c:33]([NH:32][S:29]([CH3:28])(=[O:30])=[O:31])[cH:38][cH:37]2)[c:3]([O:22][CH2:23][C:24]([F:25])([F:26])[F:27])[n:4][c:5]([C:18]([F:19])([F:20])[F:21])[c:6]([C:7](=[O:8])[NH:9][CH:10]2[CH:11]([OH:16])[CH2:12][CH2:13][CH2:14][CH2:15]2)[cH:17]1. Reactants: CN1[C@@H](CCC1)COC=1C=[N+](C=C(C1)Br)[O-] (3-((1-methyl-2-(S)-pyrrolidinyl)methoxy)-5-bromo-pyridine-N-oxide), C[O-].[Na+] (sodium methoxide). Run in CO (methanol). Product: CN1[C@@H](CCC1)COC=1C=[N+](C=C(C1)OC)[O-] (3-((1-methyl-2-(S)-pyrrolidinyl)methoxy)-5-methoxy-pyridine-N-oxide). As a reaction SMILES: [CH3:1][N:2]1[CH2:6][CH2:5][CH2:4][C@H:3]1[CH2:7][O:8][C:9]1[CH:10]=[N+:11]([O-:16])[CH:12]=[C:13](Br)[CH:14]=1.[CH3:17][O-:18].[Na+]>CO>[CH3:1][N:2]1[CH2:6][CH2:5][CH2:4][C@H:3]1[CH2:7][O:8][C:9]1[CH:10]=[N+:11]([O-:16])[CH:12]=[C:13]([O:18][CH3:17])[CH:14]=1 |f:1.2|. Reported procedure: A sample of the compound from step 98a above is reacted with sodium methoxide in methanol according to standard procedures. The reaction is quenched with water, the product is extracted, then purified by chromatography on silica gel. The reactants are CC(c1ccc(F)cc1)C(NC(=O)OC(C)(C)C)C(=O)O, ClCCCl, CCOC(C)=O, Cl, FC1CCNC1, CN(C)C=O, On1nnc2ccccc21. Product: CC(c1ccc(F)cc1)C(NC(=O)OC(C)(C)C)C(=O)N1CCC(F)C1. Reaction SMILES: [C:1]([CH3:2])([CH3:3])([CH3:4])[O:5][C:6](=[O:7])[NH:8][CH:9]([CH:10]([c:11]1[cH:12][cH:13][c:14]([F:17])[cH:15][cH:16]1)[CH3:18])[C:19](=[O:20])[OH:21].[CH2:22]([Cl:23])[CH2:24][Cl:25].[CH3:48][CH2:49][O:50][C:51](=[O:52])[CH3:53].[ClH:36].[F:37][CH:38]1[CH2:39][NH:40][CH2:41][CH2:42]1.[O:43]=[CH:44][N:45]([CH3:46])[CH3:47].[OH:26][n:27]1[c:28]2[c:29]([cH:30][cH:31][cH:32][cH:33]2)[n:34][n:35]1>>[C:1]([CH3:2])([CH3:3])([CH3:4])[O:5][C:6](=[O:7])[NH:8][CH:9]([CH:10]([c:11]1[cH:12][cH:13][c:14]([F:17])[cH:15][cH:16]1)[CH3:18])[C:19](=[O:21])[N:40]1[CH2:39][CH:38]([F:37])[CH2:42][CH2:41]1. Yields the product CC(C)c1cc(Oc2c(Cl)cc(NC(=O)C(=O)O)cc2Cl)n[nH]c1=O. Reaction SMILES: [CH3:2][C:3]([O-:4])=[O:5].[CH3:31][C:32](=[O:33])[OH:34].[Cl:6][c:7]1[cH:8][c:9]([NH:25][C:26]([C:27](=[O:28])[OH:29])=[O:30])[cH:10][c:11]([Cl:24])[c:12]1[O:13][c:14]1[n:15][n:16][c:17]([Cl:23])[c:18]([CH:20]([CH3:21])[CH3:22])[cH:19]1.[Na+:1]>>[O:4]=[c:17]1[nH:16][n:15][c:14]([O:13][c:12]2[c:7]([Cl:6])[cH:8][c:9]([NH:25][C:26]([C:27](=[O:28])[OH:29])=[O:30])[cH:10][c:11]2[Cl:24])[cH:19][c:18]1[CH:20]([CH3:21])[CH3:22]. Starting materials: CC(=O)[O-], CC(=O)O, CC(C)c1cc(Oc2c(Cl)cc(NC(=O)C(=O)O)cc2Cl)nnc1Cl, [Na+]. Starting materials: ClCC(C)=O (Chloroacetone), BrC1=CC=C(C(=N1)OC)NC=O (N-(6-bromo-2-methoxypyridin-3-yl)formamide), C([O-])([O-])=O.[Cs+].[Cs+] (cesium carbonate), [I-].[K+] (potassium iodide). The solvent is CN(C=O)C (N,N-dimethylformamide). Reaction conditions: time 20 minute. Product: BrC1=CC=C(C(=N1)OC)N(C=O)CC(C)=O (N-(6-bromo-2-methoxypyridin-3-yl)-N-(2-oxopropyl)formamide). Reaction SMILES: Cl[CH2:2][C:3](=[O:5])[CH3:4].[Br:6][C:7]1[N:12]=[C:11]([O:13][CH3:14])[C:10]([NH:15][CH:16]=[O:17])=[CH:9][CH:8]=1.C(=O)([O-])[O-].[Cs+].[Cs+].[I-].[K+]>CN(C)C=O>[Br:6][C:7]1[N:12]=[C:11]([O:13][CH3:14])[C:10]([N:15]([CH2:2][C:3](=[O:5])[CH3:4])[CH:16]=[O:17])=[CH:9][CH:8]=1 |f:2.3.4,5.6|. Procedure details: Chloroacetone (82 mL) was added dropwise to a suspension of N-(6-bromo-2-methoxypyridin-3-yl)formamide (159.3 g), cesium carbonate (359 g) and potassium iodide (11.4 g) in N,N-dimethylformamide (800 mL) over seven minutes. Then, the reaction solution was stirred at room temperature for one hour and 20 minutes. Starting materials: C(C)(C)(C)OC(=O)NC1=C(C=CC=C1)NC(C1=CC=C(C=C1)B1OC(C(O1)(C)C)(C)C)=O (N-(2-t-butoxycarbonylaminophenyl)-4-(4,4,5,5,tetramethyl-1,3,2,-dioxaborolan-2-yl)benzamide), ClC1=NC=C(C=C1C#N)C=O (2-chloro-3-cyano-5-formylpyridine), C(O)([O-])=O.[Na+] (sodium hydrogen carbonate). Run in COCCOC (1,2-dimethoxyethane). Conditions: time 7.5 hour. The product is CCCC(C)C (isohexane), C(C)(C)(C)OC(=O)NC1=C(C=CC=C1)NC(C1=CC=C(C=C1)C1=NC=C(C=C1C#N)C=O)=O (N-(2-t-butoxycarbonylaminophenyl)-4-(3-cyano-5-formylpyridin-2-yl)benzamide). Yield: 101.5%. As a reaction SMILES: [C:1]([O:5][C:6]([NH:8][C:9]1[CH:14]=[CH:13][CH:12]=[CH:11][C:10]=1[NH:15][C:16](=[O:32])[C:17]1[CH:22]=[CH:21][C:20](B2OC(C)(C)C(C)(C)O2)=[CH:19][CH:18]=1)=[O:7])([CH3:4])([CH3:3])[CH3:2].Cl[C:34]1[C:39]([C:40]#[N:41])=[CH:38][C:37]([CH:42]=[O:43])=[CH:36][N:35]=1.C(=O)([O-])O.[Na+]>COCCOC>[CH3:20][CH2:19][CH2:18][CH:17]([CH3:22])[CH3:16].[C:1]([O:5][C:6]([NH:8][C:9]1[CH:14]=[CH:13][CH:12]=[CH:11][C:10]=1[NH:15][C:16](=[O:32])[C:17]1[CH:18]=[CH:19][C:20]([C:34]2[C:39]([C:40]#[N:41])=[CH:38][C:37]([CH:42]=[O:43])=[CH:36][N:35]=2)=[CH:21][CH:22]=1)=[O:7])([CH3:4])([CH3:2])[CH3:3] |f:2.3|. Procedure details: N-(2-t-butoxycarbonylaminophenyl)-4-(4,4,5,5,tetramethyl-1,3,2,-dioxaborolan-2-yl)benzamide (1.2 g, 2.74 mmol; prepared as described in international patent publication number wo03/087057, method 13, page 60), 2-chloro-3-cyano-5-formylpyridine [prepared as described in de 4429465 a1 (1996)] (456 mg, 2.74 mmol), 1,1′-bis(diphenylphosphino)ferrocene-palladium(ii)dichloride dichloromethane complex 112 mg, 0.137 mmol), 1,2-dimethoxyethane (12 ml) and a saturated aqueous solution of sodium hydrogen c...